This data is from the Open Reaction Database (ORD), a public repository of structured organic reaction records. The task is: describe an organic reaction: reactants, conditions, products, and yield Reactants: CC#N, Cl[Cu]Cl, Cl, CC(C)CCON=O, Cc1nc(N)c(C#N)c(C2CCCCO2)c1C#N. Product: Cc1nc(Cl)c(C#N)c(C2CCCCO2)c1C#N. RXN SMILES: [CH3:28][C:29]#[N:30].[Cl:31][Cu:32][Cl:33].[ClH:27].[N:19]([O:20][CH2:21][CH2:22][CH:23]([CH3:24])[CH3:25])=[O:26].[NH2:1][c:2]1[n:3][c:4]([CH3:18])[c:5]([C:16]#[N:17])[c:6]([CH:10]2[O:11][CH2:12][CH2:13][CH2:14][CH2:15]2)[c:7]1[C:8]#[N:9]>>[c:2]1([Cl:27])[n:3][c:4]([CH3:18])[c:5]([C:16]#[N:17])[c:6]([CH:10]2[O:11][CH2:12][CH2:13][CH2:14][CH2:15]2)[c:7]1[C:8]#[N:9]. As a reaction SMILES: C([O:5][C:6](=[O:41])[CH2:7][C:8]1([C:28]([O:30][CH:31]2[CH:36]([CH:37]([CH3:39])[CH3:38])[CH2:35][CH2:34][CH:33]([CH3:40])[CH2:32]2)=[O:29])[N:13]2[CH:14]=[CH:15][CH:16]=[C:12]2[C:11](=[O:17])[N:10]([CH2:18][C:19]2[CH:24]=[CH:23][C:22]([Br:25])=[CH:21][C:20]=2[F:26])[C:9]1=[O:27])(C)(C)C.FC(F)(F)C(O)=O>ClCCl>[Br:25][C:22]1[CH:23]=[CH:24][C:19]([CH2:18][N:10]2[C:9](=[O:27])[C:8]([C:28]([O:30][CH:31]3[CH:36]([CH:37]([CH3:39])[CH3:38])[CH2:35][CH2:34][CH:33]([CH3:40])[CH2:32]3)=[O:29])([CH2:7][C:6]([OH:41])=[O:5])[N:13]3[CH:14]=[CH:15][CH:16]=[C:12]3[C:11]2=[O:17])=[C:20]([F:26])[CH:21]=1. Procedure: A mixture of 2-(4-bromo-2-fluorobenzyl)-4-(-)-menthyloxycarbonyl-1,3-dioxo-1,2,3,4-tetrahydropyrrolo[1,2-a]pyrazine-4-acetic acid tert-butyl ester (Diastereomer A) (30.0 g) and trifluoroacetic acid (112.5 g, 76.0 ml) in anhydrous dichloromethane (120 ml) was refluxed for 1.5 hours and concentrated under reduced pressure. The residue was dissolved in a mixture of acetonitrile and toluene. The resulting solution was evaporated under reduced pressure to give the title compound (Diastereomer A) (27.... Product: BrC1=CC(=C(CN2C(C=3N(C(C2=O)(CC(=O)O)C(=O)OC2CC(CCC2C(C)C)C)C=CC3)=O)C=C1)F (2-(4-bromo-2-fluorobenzyl)-4-(-)-menthyloxycarbonyl-1,3-dioxo-1,2,3,4-tetrahydropyrrolo[1,2-a]pyrazine-4-acetic acid). The solvent is ClCCl (dichloromethane). The reactants are C(C)(C)(C)OC(CC1(C(N(C(C=2N1C=CC2)=O)CC2=C(C=C(C=C2)Br)F)=O)C(=O)OC2CC(CCC2C(C)C)C)=O (2-(4-bromo-2-fluorobenzyl)-4-(-)-menthyloxycarbonyl-1,3-dioxo-1,2,3,4-tetrahydropyrrolo[1,2-a]pyrazine-4-acetic acid tert-butyl ester), FC(C(=O)O)(F)F (trifluoroacetic acid). The reactants are CN(C)C=O, CNc1ccc2c3c(cccc13)C(=O)N(C1CCN(C)CC1)C2=O, O=C1CCC(=O)N1Cl. Product: CNc1c(Cl)cc2c3c(cccc13)C(=O)N(C1CCN(C)CC1)C2=O. As a reaction SMILES: [CH3:33][N:34]([CH3:35])[CH:36]=[O:37].[CH3:9][NH:10][c:11]1[cH:12][cH:13][c:14]2[c:23]3[c:18]([cH:19][cH:20][cH:21][c:22]13)[C:17](=[O:24])[N:16]([CH:25]1[CH2:26][CH2:27][N:28]([CH3:31])[CH2:29][CH2:30]1)[C:15]2=[O:32].[Cl:1][N:2]1[C:3](=[O:4])[CH2:5][CH2:6][C:7]1=[O:8]>>[Cl:1][c:12]1[c:11]([NH:10][CH3:9])[c:22]2[cH:21][cH:20][cH:19][c:18]3[c:23]2[c:14]([cH:13]1)[C:15](=[O:32])[N:16]([CH:25]1[CH2:26][CH2:27][N:28]([CH3:31])[CH2:29][CH2:30]1)[C:17]3=[O:24]. Reactants: C(C)(=O)OCC (ethyl acetate), C(C=C)OC(=O)N1[C@@H](CCC1)C(=O)O ((2S)-1-allyloxycarbonyl-2-carboxypyrrolidine), C([O-])([O-])=O.[K+].[K+] (potassium carbonate), CI (methyl iodide). Run in O (water), CN(C=O)C (N,N-dimethylformamide). Reaction conditions: time 1 hour. Product: C(C=C)OC(=O)N1[C@@H](CCC1)C(=O)OC ((2S)-1-allyloxycarbonyl-2-methoxycarbonylpyrrolidine). Isolated yield 85.4%. RXN SMILES: [CH2:1]([O:4][C:5]([N:7]1[CH2:11][CH2:10][CH2:9][C@H:8]1[C:12]([OH:14])=[O:13])=[O:6])[CH:2]=[CH2:3].[C:15](=O)([O-])[O-].[K+].[K+].CI.C(OCC)(=O)C>CN(C)C=O.O>[CH2:1]([O:4][C:5]([N:7]1[CH2:11][CH2:10][CH2:9][C@H:8]1[C:12]([O:14][CH3:15])=[O:13])=[O:6])[CH:2]=[CH2:3] |f:1.2.3|. Procedure details: To a solution of (2S)-1-allyloxycarbonyl-2-carboxypyrrolidine (72.4 g) in N,N-dimethylformamide (250 ml) were added potassium carbonate (57.6 g) and methyl iodide (43.2 ml) at 0° C. with stirring. The resulting mixture was allowed to warm to ambient temperature and stirring was continued for additional 1 hour. The reaction mixture was taken up into a mixture of ethyl acetate (1.2 l) and water (0.6 l). The organic layer was separated, washed in turn with water (1l×3), brine (1l), dried over magne... Reactants: ClC(=O)OC1=CC=CC=C1 (phenyl chloroformate), C1(=CC=CC2=CC=CC=C12)O (1-naphthol), C1(=CC=CC=C1)C (toluene), [Cl-].[Al+3].[Cl-].[Cl-] (aluminum chloride). RXN SMILES: [C:1]1([OH:11])[C:10]2[C:5](=[CH:6][CH:7]=[CH:8][CH:9]=2)[CH:4]=[CH:3][CH:2]=1.C1(C)C=CC=CC=1.[Cl-].[Al+3].[Cl-].[Cl-].Cl[C:24]([O:26][C:27]1[CH:32]=[CH:31][CH:30]=[CH:29][CH:28]=1)=[O:25]>O>[OH:11][C:1]1[C:10]2[C:5](=[CH:6][CH:7]=[CH:8][CH:9]=2)[CH:4]=[CH:3][C:2]=1[C:24]([O:26][C:27]1[CH:32]=[CH:31][CH:30]=[CH:29][CH:28]=1)=[O:25] |f:2.3.4.5|. Isolated yield 59.6%. Yields the product OC1=C(C=CC2=CC=CC=C12)C(=O)OC1=CC=CC=C1 (phenyl 1-hydroxy-2-naphthoate). Run in O (water), O (water). Reported procedure: To a 500-mL, three-neck, nitrogen-purged flask were added 28.8 g (0.20 mole) of 1-naphthol and 90 mL of toluene. To this stirred slurry was added 26.6 g (0.20 mole) of anhydrous aluminum chloride in portions over five minutes. The temperature of the mixture rose to 40°-50° C. during this addition. The orange slurry was heated to reflux, then 32.0 g (0.204 mole) of phenyl chloroformate was added over a period of 30 minutes. After this addition, the mixture was refluxed for 30 minutes then cooled ... Conditions: time 15 minute. The reactants are F[B-](F)(F)F.C1(CCCCC1)[PH+](C1CCCCC1)C1CCCCC1 (Tricyclohexylphosphonium tetrafluoroborate), C(C)(C)(C)NS(=O)(=O)C=1C(=NC=C(C1)B1OC(C(O1)(C)C)(C)C)C(F)F (N-(tert-butyl)-2-(difluoromethyl)-5-(4,4,5,5-tetramethyl-1,3,2-dioxaborolan-2-yl)pyridine-3-sulfonamide), ClC=1C=2N(C(=NN1)Cl)C=CC2C2=CC=CC=C2 (1,4-dichloro-8-phenylpyrrolo[1,2-d][1,2,4]triazine), [O-]P(=O)([O-])[O-].[K+].[K+].[K+] (K3PO4). Reagents/catalysts: C=1C=CC(=CC1)/C=C/C(=O)/C=C/C2=CC=CC=C2.C=1C=CC(=CC1)/C=C/C(=O)/C=C/C2=CC=CC=C2.C=1C=CC(=CC1)/C=C/C(=O)/C=C/C2=CC=CC=C2.[Pd].[Pd] (Pd2(dba)3). The solvent is O1CCOCC1 (1,4-dioxane), O (water). Conditions: temperature 100 celsius, time 5 minute. Product: C(C)(C)(C)NS(=O)(=O)C=1C(=NC=C(C1)C1=NN=C(C=2N1C=CC2C2=CC=CC=C2)Cl)C(F)F (N-(tert-butyl)-5-(1-chloro-8-phenylpyrrolo[1,2-d][1,2,4]triazin-4-yl)-2-(difluoromethyl)pyridine-3-sulfonamide). Isolated yield 35.2%. Reaction SMILES: [C:1]([NH:5][S:6]([C:9]1[C:10]([CH:24]([F:26])[F:25])=[N:11][CH:12]=[C:13](B2OC(C)(C)C(C)(C)O2)[CH:14]=1)(=[O:8])=[O:7])([CH3:4])([CH3:3])[CH3:2].[Cl:27][C:28]1[C:29]2[N:30]([CH:35]=[CH:36][C:37]=2[C:38]2[CH:43]=[CH:42][CH:41]=[CH:40][CH:39]=2)[C:31](Cl)=[N:32][N:33]=1.[O-]P([O-])([O-])=O.[K+].[K+].[K+].F[B-](F)(F)F.C1([PH+](C2CCCCC2)C2CCCCC2)CCCCC1>O1CCOCC1.O.C1C=CC(/C=C/C(/C=C/C2C=CC=CC=2)=O)=CC=1.C1C=CC(/C=C/C(/C=C/C2C=CC=CC=2)=O)=CC=1.C1C=CC(/C=C/C(/C=C/C2C=CC=CC=2)=O)=CC=1.[Pd].[Pd]>[C:1]([NH:5][S:6]([C:9]1[C:10]([CH:24]([F:25])[F:26])=[N:11][CH:12]=[C:13]([C:31]2[N:30]3[CH:35]=[CH:36][C:37]([C:38]4[CH:43]=[CH:42][CH:41]=[CH:40][CH:39]=4)=[C:29]3[C:28]([Cl:27])=[N:33][N:32]=2)[CH:14]=1)(=[O:7])=[O:8])([CH3:2])([CH3:3])[CH3:4] |f:2.3.4.5,6.7,10.11.12.13.14|. Procedure details: To a solution of N-(tert-butyl)-2-(difluoromethyl)-5-(4,4,5,5-tetramethyl-1,3,2-dioxaborolan-2-yl)pyridine-3-sulfonamide (0.118 g, 0.303 mmol) and 1,4-dichloro-8-phenylpyrrolo[1,2-d][1,2,4]triazine (0.080 g, 0.30 mmol) in 1,4-dioxane (4 mL) and water (0.8 mL) was added K3PO4 (0.129 g, 0.606 mmol) and the reaction mixture was purged with nitrogen for 10 minutes. Tricyclohexylphosphonium tetrafluoroborate (0.011 g, 0.030 mmol) was added followed by Pd2(dba)3 (0.014 g, 0.015 mmol) and the nitrogen ...